From a dataset of the Open Reaction Database (ORD), a public repository of structured organic reaction records. describe an organic reaction: reactants, conditions, products, and yield The reactants are CCOC(=O)c1[nH]c2c(Br)cccc2c1CCCOc1cccc2ccccc12, O=C([O-])[O-], CN(C)c1ccccc1-c1ccccc1P(C1CCCCC1)C1CCCCC1, [Cs+], [Cs+], N#Cc1cccc(N)c1, O=C(C=Cc1ccccc1)C=Cc1ccccc1, C1COCCO1, O=C(C=Cc1ccccc1)C=Cc1ccccc1, O=C(C=Cc1ccccc1)C=Cc1ccccc1, [Pd], [Pd]. Yields the product CCOC(=O)c1[nH]c2c(Nc3cccc(C#N)c3)cccc2c1CCCOc1cccc2ccccc12. RXN SMILES: [Br:1][c:2]1[cH:3][cH:4][cH:5][c:6]2[c:7]([CH2:16][CH2:17][CH2:18][O:19][c:20]3[cH:21][cH:22][cH:23][c:24]4[cH:25][cH:26][cH:27][cH:28][c:29]34)[c:8]([C:11](=[O:12])[O:13][CH2:14][CH3:15])[nH:9][c:10]12.[C:67](=[O:68])([O-:69])[O-:70].[CH:39]1([P:40]([CH:41]2[CH2:42][CH2:43][CH2:44][CH2:45][CH2:46]2)[c:47]2[cH:48][cH:49][cH:50][cH:51][c:52]2-[c:53]2[c:54]([N:55]([CH3:56])[CH3:57])[cH:58][cH:59][cH:60][cH:61]2)[CH2:62][CH2:63][CH2:64][CH2:65][CH2:66]1.[Cs+:71].[Cs+:72].[NH2:30][c:31]1[cH:32][c:33]([C:34]#[N:35])[cH:36][cH:37][cH:38]1.[O:117]=[C:118]([CH:119]=[CH:120][c:121]1[cH:122][cH:123][cH:124][cH:125][cH:126]1)[CH:127]=[CH:128][c:129]1[cH:130][cH:131][cH:132][cH:133][cH:134]1.[O:73]1[CH2:74][CH2:75][O:76][CH2:77][CH2:78]1.[O:81]=[C:82]([CH:83]=[CH:84][c:85]1[cH:86][cH:87][cH:88][cH:89][cH:90]1)[CH:91]=[CH:92][c:93]1[cH:94][cH:95][cH:96][cH:97][cH:98]1.[O:99]=[C:100]([CH:101]=[CH:102][c:103]1[cH:104][cH:105][cH:106][cH:107][cH:108]1)[CH:109]=[CH:110][c:111]1[cH:112][cH:113][cH:114][cH:115][cH:116]1.[Pd:79].[Pd:80]>>[c:2]1([NH:30][c:31]2[cH:32][c:33]([C:34]#[N:35])[cH:36][cH:37][cH:38]2)[cH:3][cH:4][cH:5][c:6]2[c:7]([CH2:16][CH2:17][CH2:18][O:19][c:20]3[cH:21][cH:22][cH:23][c:24]4[cH:25][cH:26][cH:27][cH:28][c:29]34)[c:8]([C:11](=[O:12])[O:13][CH2:14][CH3:15])[nH:9][c:10]12. Starting materials: ClC=1N=C2C(=C(C=NC2=CC1)C(C)=O)N[C@@H]1CC[C@H](CC1)CN(C)C (1-(6-chloro-4-{trans-4-[(dimethylamino)methyl]-cyclohexylamino}-1,5-naphthyridin-3-yl)ethanone), ClC=1C=C(C=C(C1OC)Cl)B(O)O ((3,5-dichloro-4-methoxyphenyl)boronic acid), C1(=C(C(=C(C(=C1F)F)F)N)F)N.Cl.Cl (dihydrochloride). Yields the product Cl.Cl.ClC=1C=C(C=C(C1OC)Cl)C=1N=C2C(=C(C=NC2=CC1)C(C)=O)N[C@@H]1CC[C@H](CC1)CN(C)C (1-[6-(3,5-Dichloro-4-methoxyphenyl)-4-{trans-4-[(dimethylamino)methyl]-cyclohexylamino}-1,5-naphthyridin-3-yl]ethanone dihydrochloride). The yield is 87051.9%. As a reaction SMILES: [Cl:1][C:2]1[N:3]=[C:4]2[C:9](=[CH:10][CH:11]=1)[N:8]=[CH:7][C:6]([C:12](=[O:14])[CH3:13])=[C:5]2[NH:15][C@H:16]1[CH2:21][CH2:20][C@H:19]([CH2:22][N:23]([CH3:25])[CH3:24])[CH2:18][CH2:17]1.[Cl:26][C:27]1[CH:28]=[C:29](B(O)O)[CH:30]=[C:31]([Cl:35])[C:32]=1[O:33][CH3:34].C1(N)C(F)=C(F)C(F)=C(N)C=1F.Cl.Cl>>[ClH:1].[ClH:26].[Cl:26][C:27]1[CH:28]=[C:29]([C:2]2[N:3]=[C:4]3[C:9](=[CH:10][CH:11]=2)[N:8]=[CH:7][C:6]([C:12](=[O:14])[CH3:13])=[C:5]3[NH:15][C@H:16]2[CH2:21][CH2:20][C@H:19]([CH2:22][N:23]([CH3:25])[CH3:24])[CH2:18][CH2:17]2)[CH:30]=[C:31]([Cl:35])[C:32]=1[O:33][CH3:34] |f:2.3.4,5.6.7|. Procedure details: Following general procedure II, 1-(6-chloro-4-{trans-4-[(dimethylamino)methyl]-cyclohexylamino}-1,5-naphthyridin-3-yl)ethanone (77 g, 0.21 mmol) was reacted with (3,5-dichloro-4-methoxyphenyl)boronic acid (70 g, 0.32 mmol) followed by formation of the dihydrochloride salt to afford the desired product (80 g, 66%) as a brown solid: 1H NMR (300 MHz, CD3OD) δ 9.18 (s, 1H), 8.52 (d, J=9.0 Hz, 1H), 8.39 (d, J=9.0 Hz, 1H), 8.20 (s, 2H), 5.74-5.59 (m, 1H), 3.99 (s, 3H), 3.09 (d, J=6.6 Hz, 2H), 2.94 (s,... Reported procedure: A mechanically stirred solution of phenylacetic acid at -78° C. is treated with one part pivaloyl chloride then one part triethylamine. The mixture is stirred at -78° C. for 15 minutes, at 0° C. for 45 minutes, then recooled to -78° C. In a separate flask, one part 2.5M nBuLi is added to a solution of (4S,5R)-(-)-4-methyl-5-phenyl-2-oxazolidinone in THF at -78° C. The solution is stirred for 15 minutes then transferred to the flask containing pivalic anhydride via cannula. The mixture is stirred... Reactants: C(C(C)(C)C)(=O)OC(C(C)(C)C)=O (pivalic anhydride), C1(=CC=CC=C1)CC(=O)O (phenylacetic acid), C(C(C)(C)C)(=O)Cl (pivaloyl chloride), [Li]CCCC (nBuLi), C[C@@H]1NC(O[C@@H]1C1=CC=CC=C1)=O ((4S,5R)-(-)-4-methyl-5-phenyl-2-oxazolidinone). Run in C(C)N(CC)CC (triethylamine), C1CCOC1 (THF). Product: C1(=CC=CC=C1)CC(=O)N1C(O[C@@H]([C@@H]1C)C1=CC=CC=C1)=O ((4S,5R)-3-(2-Phenyl)acetyl-4-methyl-5-phenyl-1,3-oxazolidin-2-one). RXN SMILES: [C:1]1([CH2:7][C:8]([OH:10])=O)[CH:6]=[CH:5][CH:4]=[CH:3][CH:2]=1.C(Cl)(=O)C(C)(C)C.[Li]CCCC.[CH3:23][C@H:24]1[C@@H:28]([C:29]2[CH:34]=[CH:33][CH:32]=[CH:31][CH:30]=2)[O:27][C:26](=[O:35])[NH:25]1.C(OC(=O)C(C)(C)C)(=O)C(C)(C)C>C1COCC1.C(N(CC)CC)C>[C:1]1([CH2:7][C:8]([N:25]2[C@@H:24]([CH3:23])[C@@H:28]([C:29]3[CH:34]=[CH:33][CH:32]=[CH:31][CH:30]=3)[O:27][C:26]2=[O:35])=[O:10])[CH:2]=[CH:3][CH:4]=[CH:5][CH:6]=1. Run at temperature 0 celsius, time 45 minute. Reactants: C(C)N(C12C3C(NC(C3C(C=C1)CC2)=O)=O)CC (1-diethylamino-4-azatricyclo-[5.2.2.02,6 ]undec-8-ene-3,5-dione), [H-].[H-].[H-].[H-].[Li+].[Al+3] (LiAlH4), 1-B. The product is CN(C12C3CNCC3C(C=C1)CC2)C (1-Dimethylamino-4-azatricyclo[5.2.2.02,6 ]undec-8-ene). As a reaction SMILES: [CH2:1]([N:3]([CH2:17]C)[C:4]12[CH2:14][CH2:13][CH:10]([CH:11]=[CH:12]1)[CH:9]1[CH:5]2[C:6](=O)[NH:7][C:8]1=O)C.[H-].[H-].[H-].[H-].[Li+].[Al+3]>>[CH3:1][N:3]([CH3:17])[C:4]12[CH2:14][CH2:13][CH:10]([CH:11]=[CH:12]1)[CH:9]1[CH:5]2[CH2:6][NH:7][CH2:8]1 |f:1.2.3.4.5.6|. Reported procedure: 12 g (54.5 mmol) of 1-diethylamino-4-azatricyclo-[5.2.2.02,6 ]undec-8-ene-3,5-dione are reduced with LiAlH4 as described under Z 1-B and the mixture is worked up accordingly. Reactants: BrC1=CC=C(C=C1)C=1N=C(OC1)C1=NN(C(=C1)C)CC1=CC=C(C=C1)C (4-(4-bromophenyl)-2-[5-methyl-1-(4-methylbenzyl)-1H-pyrazol-3-yl]-1,3-oxazole), N1CCCCC1 (piperidine), P(=O)([O-])([O-])[O-].[K+].[K+].[K+] (potassium phosphate), C1(CCCCC1)P(C1=C(C=CC=C1)C1=CC=CC=C1)C1CCCCC1 (2-(dicyclohexylphosphino)-1,1′-biphenyl). The reagents and catalysts are [Pd](Cl)Cl (palladium(II) chloride). Run in COCCOC (1,2-dimethoxyethane). Yields the product CC1=CC(=NN1CC1=CC=C(C=C1)C)C=1OC=C(N1)C1=CC=C(C=C1)N1CCCCC1 (1-(4-{2-[5-Methyl-1-(4-methylbenzyl)-1H-pyrazol-3-yl]-1,3-oxazol-4-yl}-phenyl)piperidine). The yield is 11.1%. RXN SMILES: Br[C:2]1[CH:7]=[CH:6][C:5]([C:8]2[N:9]=[C:10]([C:13]3[CH:17]=[C:16]([CH3:18])[N:15]([CH2:19][C:20]4[CH:25]=[CH:24][C:23]([CH3:26])=[CH:22][CH:21]=4)[N:14]=3)[O:11][CH:12]=2)=[CH:4][CH:3]=1.[NH:27]1[CH2:32][CH2:31][CH2:30][CH2:29][CH2:28]1.P([O-])([O-])([O-])=O.[K+].[K+].[K+].C1(P(C2CCCCC2)C2C=CC=CC=2C2C=CC=CC=2)CCCCC1>COCCOC.[Pd](Cl)Cl>[CH3:18][C:16]1[N:15]([CH2:19][C:20]2[CH:25]=[CH:24][C:23]([CH3:26])=[CH:22][CH:21]=2)[N:14]=[C:13]([C:10]2[O:11][CH:12]=[C:8]([C:5]3[CH:6]=[CH:7][C:2]([N:27]4[CH2:32][CH2:31][CH2:30][CH2:29][CH2:28]4)=[CH:3][CH:4]=3)[N:9]=2)[CH:17]=1 |f:2.3.4.5|. Reported procedure: A mixture of 4-(4-bromophenyl)-2-[5-methyl-1-(4-methylbenzyl)-1H-pyrazol-3-yl]-1,3-oxazole (Example 75, 150 mg, 0.37 mmol), piperidine (44 μl, 0.44 mmol), potassium phosphate (156 mg, 0.74 mmol), palladium(II) chloride (3.3 mg, 0.02 mmol) and 2-(dicyclohexylphosphino)-1,1′-biphenyl (9.7 mg, 0.03 mmol) in 1,2-dimethoxyethane (3 ml) was heated to reflux for 18 h. After cooling to rt, the mixture was filtered over a pad of celite. The filtrate was diluted with ethyl acetate and successively washed ... The reactants are Cc1ncc2n1C(=O)N(C1CCN(C(=O)C(NC(=O)OC(C)(C)C)c3ccccc3)CC1)C2, CCOC(C)=O, Cl. The product is Cc1ncc2n1C(=O)N(C1CCN(C(=O)C(N)c3ccccc3)CC1)C2. Reaction SMILES: [CH3:1][c:2]1[n:3][cH:4][c:5]2[n:6]1[C:7](=[O:33])[N:8]([CH:10]1[CH2:11][CH2:12][N:13]([C:16]([CH:17]([c:18]3[cH:19][cH:20][cH:21][cH:22][cH:23]3)[NH:24][C:25](=[O:26])[O:27][C:28]([CH3:29])([CH3:30])[CH3:31])=[O:32])[CH2:14][CH2:15]1)[CH2:9]2.[CH3:34][CH2:35][O:36][C:37](=[O:38])[CH3:39].[ClH:40]>>[CH3:1][c:2]1[n:3][cH:4][c:5]2[n:6]1[C:7](=[O:33])[N:8]([CH:10]1[CH2:11][CH2:12][N:13]([C:16]([CH:17]([c:18]3[cH:19][cH:20][cH:21][cH:22][cH:23]3)[NH2:24])=[O:32])[CH2:14][CH2:15]1)[CH2:9]2.